From a dataset of the Open Reaction Database (ORD), a public repository of structured organic reaction records. describe an organic reaction: reactants, conditions, products, and yield The reactants are FC(C(=O)O)(F)F (Trifluoroacetic acid), C(C1=CC=CC=C1)OCCC(C(=O)OCC)C(C1=C(C(=C(C=C1)OC)OC1CCCC1)OC1CCCC1)=O (ethyl 4-(benzyloxy)-2-(2,3-bis(cyclopentyloxy)-4-methoxybenzoyl)butanoate). The solvent is ClCCl (dichloromethane), ClCCl (dichloromethane). Product: C(C1=CC=CC=C1)OCCC=1C(OC2=C(C(=CC=C2C1O)OC)OC1CCCC1)=O (3-(2-(benzyloxy)ethyl)-8-(cyclopentyloxy)-4-hydroxy-7-methoxy-2H-chromen-2-one). As a reaction SMILES: FC(F)(F)C(O)=O.[CH2:8]([O:15][CH2:16][CH2:17][CH:18]([C:24](=[O:45])[C:25]1[CH:30]=[CH:29][C:28]([O:31][CH3:32])=[C:27]([O:33][CH:34]2[CH2:38][CH2:37][CH2:36][CH2:35]2)[C:26]=1OC1CCCC1)[C:19]([O:21]CC)=[O:20])[C:9]1[CH:14]=[CH:13][CH:12]=[CH:11][CH:10]=1>ClCCl>[CH2:8]([O:15][CH2:16][CH2:17][C:18]1[C:19](=[O:20])[O:21][C:26]2[C:25]([C:24]=1[OH:45])=[CH:30][CH:29]=[C:28]([O:31][CH3:32])[C:27]=2[O:33][CH:34]1[CH2:35][CH2:36][CH2:37][CH2:38]1)[C:9]1[CH:14]=[CH:13][CH:12]=[CH:11][CH:10]=1. Procedure details: Trifluoroacetic acid (35 mL) was added dropwise to a solution of ethyl 4-(benzyloxy)-2-(2,3-bis(cyclopentyloxy)-4-methoxybenzoyl)butanoate (14 g, 25 mmol) and dichloromethane (280 mL) at rt. The reaction was maintained overnight, diluted with dichloromethane (200 mL), and washed with sat'd NaHCO3 (200 mL×2) and then brine (200 mL). The organic layer was dried, filtered, concentrated, and purified by silica gel chromatography (ethyl acetate:petroleum ether) to give 3-(2-(benzyloxy)ethyl)-8-(cyclo... Reaction conditions: time 8 hour. RXN SMILES: OC1C=C(C2C=NC=CC=2)OC2(CCN([C:10]([C:12]3[CH:17]=[CH:16][C:15]([O:18][CH:19]([CH3:21])[CH3:20])=[C:14]([CH3:22])[CH:13]=3)=[O:11])CC2)C1>C(O)C.[Pd]>[CH:19]([O:18][C:15]1[CH:16]=[CH:17][C:12]([CH:10]=[O:11])=[CH:13][C:14]=1[CH3:22])([CH3:21])[CH3:20]. Yields the product C(C)(C)OC1=C(C=C(C=C1)C=O)C ((4-isopropoxy-3-methyl-phenyl)methanone). Reported procedure: [8-hydroxy-10-(3-pyridyl)-11-oxa-3-azaspiro[5.5]undec-9-en-3-yl]-(4-isopropoxy-3-methyl-phenyl)methanone (1.20 g, 2.84 mmol) was dissolved in ethanol. Under nitrogen, palladium (90.7 mg, 0.09 mmol) (10 wt % on carbon, wet) was added. The reaction system was flushed with hydrogen gas, and the mixture was stirred under a balloon of hydrogen gas overnight. The reaction mixture was filtered through a pad of celite. The concentrated filtrate was purified by column chromatography (70-100% ethyl acetat... The reagents and catalysts are [Pd] (palladium). Yield: 102.7%. The reactants are OC1CC2(CCN(CC2)C(=O)C2=CC(=C(C=C2)OC(C)C)C)OC(=C1)C=1C=NC=CC1 ([8-hydroxy-10-(3-pyridyl)-11-oxa-3-azaspiro[5.5]undec-9-en-3-yl]-(4-isopropoxy-3-methyl-phenyl)methanone). Solvent: C(C)O (ethanol). Starting materials: molar solution, P(=O)(O)(O)[O-].[K+] (potassium dihydrogen phosphate), solution, [Cl-].[Cl-].[Cl-].[Al+3] (aluminium trichloride), FC1=CC=C(N)C=C1 (4-fluoroaniline), FC(C(=O)OCC)(C1=NC(=CC(=N1)OC(=O)OC(C)(C)C)N1CCOCC1)F (ethyl difluoro[4-({[(2-methylpropan-2-yl)oxy]carbonyl}oxy)-6-(morpholin-4-yl)pyrimidin-2-yl]acetate). Solvent: O (water), C1(=CC=CC=C1)C (toluene), C1(=CC=CC=C1)C (toluene), C1(=CC=CC=C1)C (toluene). Reaction conditions: temperature 40 celsius. Yields the product FC(C(=O)NC1=CC=C(C=C1)F)(C=1NC(C=C(N1)N1CCOCC1)=O)F (2,2-difluoro-N-(4-fluorophenyl)-2-[4-(morpholin-4-yl)-6-oxo-1,6-dihydropyrimidin-2-yl]acetamide). RXN SMILES: [Cl-].[Cl-].[Cl-].[Al+3].[F:5][C:6]1[CH:12]=[CH:11][C:9]([NH2:10])=[CH:8][CH:7]=1.[F:13][C:14]([F:40])([C:20]1[N:25]=[C:24]([O:26]C(OC(C)(C)C)=O)[CH:23]=[C:22]([N:34]2[CH2:39][CH2:38][O:37][CH2:36][CH2:35]2)[N:21]=1)[C:15](OCC)=[O:16].P([O-])(O)(O)=O.[K+]>C1(C)C=CC=CC=1.O>[F:40][C:14]([F:13])([C:20]1[NH:25][C:24](=[O:26])[CH:23]=[C:22]([N:34]2[CH2:39][CH2:38][O:37][CH2:36][CH2:35]2)[N:21]=1)[C:15]([NH:10][C:9]1[CH:11]=[CH:12][C:6]([F:5])=[CH:7][CH:8]=1)=[O:16] |f:0.1.2.3,6.7|. Procedure details: 0.756 ml of a solution of aluminium trichloride (2N) in toluene are added slowly to a solution of 0.136 ml of 4-fluoroaniline in 5 ml of toluene at a temperature of between 0° C. and 10° C. After stirring for 40 min at a temperature in the region of 20° C., 271 mg of ethyl difluoro[4-({[(2-methylpropan-2-yl)oxy]carbonyl}oxy)-6-(morpholin-4-yl)pyrimidin-2-yl]acetate solubilized in 6 ml of toluene, are slowly added. After refluxing for 2h30, the temperature returns to a temperature in the region o... Starting materials: CC1(C(N(C=2C=C3C(=CC12)NC(=N3)CCC=3C=C(C=CC3)NC(C)=O)CCCCC)=O)C (N-{3-[2-(7,7-dimethyl-6-oxo-5-pentyl-1,5,6,7-tetrahydro-imidazo[4,5-f]indol-2-yl)-ethyl]-phenyl}-acetamide). The solvent is CC(C)O (2-propanol), Cl (hydrochloric acid). Yields the product NC=1C=C(C=CC1)CCC1=NC=2C(=CC=3C(C(N(C3C2)CCCCC)=O)(C)C)N1 (2-[2-(3-Amino-phenyl)-ethyl]-7,7-dimethyl-5-pentyl-5,7-dihydro-1H-imidazo[4,5-f]indol-6-one). As a reaction SMILES: [CH3:1][C:2]1([CH3:32])[C:10]2[CH:9]=[C:8]3[NH:11][C:12]([CH2:14][CH2:15][C:16]4[CH:17]=[C:18]([NH:22]C(=O)C)[CH:19]=[CH:20][CH:21]=4)=[N:13][C:7]3=[CH:6][C:5]=2[N:4]([CH2:26][CH2:27][CH2:28][CH2:29][CH3:30])[C:3]1=[O:31]>CC(O)C.Cl>[NH2:22][C:18]1[CH:17]=[C:16]([CH2:15][CH2:14][C:12]2[NH:11][C:8]3=[CH:9][C:10]4[C:2]([CH3:32])([CH3:1])[C:3](=[O:31])[N:4]([CH2:26][CH2:27][CH2:28][CH2:29][CH3:30])[C:5]=4[CH:6]=[C:7]3[N:13]=2)[CH:21]=[CH:20][CH:19]=1. Procedure details: A solution of N-{3-[2-(7,7-dimethyl-6-oxo-5-pentyl-1,5,6,7-tetrahydro-imidazo[4,5-f]indol-2-yl)-ethyl]-phenyl}-acetamide (70 mg) in 2-propanol (1 ml) and hydrochloric acid (6 M; 1 ml) is heated under reflux for 3.5 h. Afterwards the mixture is concentrated in vacuo and the residual aqueous layer is neutralized with saturated NaHCO3 solution. The desired compound is obtained by an aqueous work-up (47 mg). Reaction SMILES: [CH2:1]([N:3]([CH2:12][CH3:13])[C:4](=[O:11])[C:5]1C=[CH:9][CH:8]=[CH:7][CH:6]=1)[CH3:2].[S:14]1C=CC=C1CC(Cl)=O.C(NCC)C>>[CH2:1]([N:3]([CH2:12][CH3:13])[C:4](=[O:11])[CH2:5][C:6]1[S:14][CH:9]=[CH:8][CH:7]=1)[CH3:2]. Reactants: C(C)N(C(C1=CC=CC=C1)=O)CC (N,N-Diethylbenzamide), S1C(=CC=C1)CC(=O)Cl (2-thiopheneacetyl chloride), C(C)NCC (diethylamine). Product: C(C)N(C(CC=1SC=CC1)=O)CC (N,N-Diethyl-2-thiopheneacetamide). Reported procedure: The product of Example 42 was followed using 2-thiopheneacetyl chloride and diethylamine giving the desired product as an oil.